This data is from the Open Reaction Database (ORD), a public repository of structured organic reaction records. The task is: describe an organic reaction: reactants, conditions, products, and yield Reactants: C2, SC1=CC=NC=C1 (4-mercaptopyridine), FC1=C(C(=CC(=C1)[N+](=O)[O-])F)F (1,2,3-trifluoro-5-nitrobenzene). The product is FC1=C(C(=CC(=C1)[N+](=O)[O-])F)SC1=CC=NC=C1 (4-[(2,6-difluoro-4-nitrophenyl)sulfanyl]pyridine). As a reaction SMILES: [SH:1][C:2]1[CH:7]=[CH:6][N:5]=[CH:4][CH:3]=1.[F:8][C:9]1[CH:14]=[C:13]([N+:15]([O-:17])=[O:16])[CH:12]=[C:11]([F:18])[C:10]=1F>>[F:8][C:9]1[CH:14]=[C:13]([N+:15]([O-:17])=[O:16])[CH:12]=[C:11]([F:18])[C:10]=1[S:1][C:2]1[CH:7]=[CH:6][N:5]=[CH:4][CH:3]=1. Reported procedure: is synthesized analogously to C2 from 4-mercaptopyridine and 1,2,3-trifluoro-5-nitrobenzene. The solvent is C(C)O (ethanol), C(C)O (ethanol). Procedure: 2-Benzyloxy-6-bromo-5-methoxy-benzo[de]isoquinoline-1,3-dione (0.5 g, from Example Z) was reacted with N-methylpiperazine (30 mL) following the procedure of Example 18 to give 0.5 g of 2-benzyloxy-5-methoxy-6-(4-methyl-piperazin-1-yl)-benzo[de]isoquinoline-1,3-dione. Hydrogenation of 2-benzyloxy-5-methoxy-6-(4-methyl-piperazin-1-yl)-benzo[de]isoquinoline-1,3-dione (0.3 g) at 40 psi in the presence of Pd/C (10%) in DMA (20 mL) afforded 0.2 g of the title compound as the free base. A solution of a... The reactants are C(C)(=O)Cl (acetyl chloride), ON1C(C2=CC=CC=3C2=C(C1=O)C=C(C3N3CCN(CC3)C)OC)=O (2-hydroxy-5-methoxy-6-(4-methyl-piperazin-1-yl)-benzo[de]isoquinoline-1,3-dione). Conditions: time 30 minute. Reaction SMILES: C([Cl:4])(=O)C.[OH:5][N:6]1[C:15](=[O:16])[C:14]2[CH:17]=[C:18]([O:27][CH3:28])[C:19]([N:20]3[CH2:25][CH2:24][N:23]([CH3:26])[CH2:22][CH2:21]3)=[C:12]3[C:13]=2[C:8](=[CH:9][CH:10]=[CH:11]3)[C:7]1=[O:29]>C(O)C>[ClH:4].[OH:5][N:6]1[C:15](=[O:16])[C:14]2[CH:17]=[C:18]([O:27][CH3:28])[C:19]([N:20]3[CH2:21][CH2:22][N:23]([CH3:26])[CH2:24][CH2:25]3)=[C:12]3[C:13]=2[C:8](=[CH:9][CH:10]=[CH:11]3)[C:7]1=[O:29] |f:3.4|. The product is Cl.ON1C(C2=CC=CC=3C2=C(C1=O)C=C(C3N3CCN(CC3)C)OC)=O (2-Hydroxy-5-methoxy-6-(4-methyl-piperazin-1-yl)-benzo[de]isoquinoline-1,3-dione, Hydrochloride). Reactants: FC1=C(C=CC=C1)[C@]1(CCN(C(O1)=O)[C@@H](C)C1=CC=C(C=C1)B1OC(C(O1)(C)C)(C)C)CC(C)(C)O ((S)-6-(2-fluorophenyl)-6-(2-hydroxy-2-methyl propyl)-3-((S)-1-(4-(4,4,5,5-tetramethyl-1,3,2-dioxaborolan-2-yl)phenyl)ethyl)-1,3-oxazinan-2-one), IC1=CC(N(C=C1)C)=O (4-iodo-1-methylpyridin-2(1H)-one). Yields the product FC1=C(C=CC=C1)[C@]1(CCN(C(O1)=O)[C@@H](C)C1=CC=C(C=C1)C1=CC(N(C=C1)C)=O)CC(C)(C)O ((S)-6-(2-fluorophenyl)-6-(2-hydroxy-2-methylpropyl)-3-((S)-1-(4-(1-methyl-2-oxo-1,2-dihydropyridin-4-yl)phenyl)ethyl)-1,3-oxazinan-2-one). RXN SMILES: [F:1][C:2]1[CH:7]=[CH:6][CH:5]=[CH:4][C:3]=1[C@:8]1([CH2:32][C:33]([OH:36])([CH3:35])[CH3:34])[O:13][C:12](=[O:14])[N:11]([C@H:15]([C:17]2[CH:22]=[CH:21][C:20](B3OC(C)(C)C(C)(C)O3)=[CH:19][CH:18]=2)[CH3:16])[CH2:10][CH2:9]1.I[C:38]1[CH:43]=[CH:42][N:41]([CH3:44])[C:40](=[O:45])[CH:39]=1>>[F:1][C:2]1[CH:7]=[CH:6][CH:5]=[CH:4][C:3]=1[C@:8]1([CH2:32][C:33]([OH:36])([CH3:35])[CH3:34])[O:13][C:12](=[O:14])[N:11]([C@H:15]([C:17]2[CH:22]=[CH:21][C:20]([C:38]3[CH:43]=[CH:42][N:41]([CH3:44])[C:40](=[O:45])[CH:39]=3)=[CH:19][CH:18]=2)[CH3:16])[CH2:10][CH2:9]1. Reported procedure: The title compound was prepared from (S)-6-(2-fluorophenyl)-6-(2-hydroxy-2-methyl propyl)-3-((S)-1-(4-(4,4,5,5-tetramethyl-1,3,2-dioxaborolan-2-yl)phenyl)ethyl)-1,3-oxazinan-2-one and 4-iodo-1-methylpyridin-2(1H)-one following a procedure analogous to that described in Example 23 Step 9. LC-MS Method 2 tR=1.58 min, m/z=501, 479, 421. Reactants: [H-].[Na+] (NaH), suspension, suspension, [H-].[Na+] (Sodium hydride), P([O-])([O-])=O (phosphonate), CC=1N=C(SC1)C=O (4-methylthiazole-2-carboxaldehyde), P(OC(C1=CC=CC=C1)(CC)CC)([O-])=O (diethylbenzyl phosphonate). Solvent: COCCOC (1,2-dimethoxyethane), COCCOC (DME), C(C)(=O)OCC (ethyl acetate). Reaction conditions: temperature 0 celsius, time 4 hour. The product is CC=1N=C(SC1)C=CC1=CC=CC=C1 (4-methyl-2-[2-phenylethenyl]-1,3-thiazole). Yield: 15.9%. RXN SMILES: [H-].[Na+].P(=O)([O-])O[C:5]([CH2:14][CH3:15])(CC)[C:6]1[CH:11]=[CH:10][CH:9]=[CH:8][CH:7]=1.P(=O)([O-])[O-].[CH3:22][C:23]1[N:24]=C(C=O)[S:26][CH:27]=1>COCCOC.C(OCC)(=O)C>[CH3:22][C:23]1[N:24]=[C:15]([CH:14]=[CH:5][C:6]2[CH:7]=[CH:8][CH:9]=[CH:10][CH:11]=2)[S:26][CH:27]=1 |f:0.1|. Reported procedure: Sodium hydride (102 mg of a 60% suspension in mineral oil, 4.3 mmol) was slurried in dry 1,2-dimethoxyethane (DME) under argon, cooled to 0° C. in an ice bath, and diethylbenzyl phosphonate (0.89 mL, 4.3 mmol) was added dropwise to the suspension. Thirty minutes after the completion of the phosphonate addition, 4-methylthiazole-2-carboxaldehyde (120 mg, 0.94 mmol) was added as a solution in DME (5 mL). After stirring for 4 h, further NaH (40 mg of a 60% suspension in mineral oil, 1.0 mmol) was a... Starting materials: C(C)(C)N(C(C)C)CC (N,N-diisopropylethylamine), Br.ClC=1C=C(C=CC1)N(C(=O)N1[C@@H](CNCC1)C(=O)O)C1=CC=CC=C1 ((S)-1-[N-(3-Chlorophenyl)-N-phenylcarbamoyl]-piperazine-2-carboxylic acid hydrobromide), C(CCCC)N(C(=O)Cl)CCCCC (Dipentylcarbamoyl chloride). Solvent: C(Cl)Cl (methylene chloride), C(Cl)Cl (methylene chloride). Run at temperature 25 celsius, time 24 hour. The product is ClC=1C=C(C=CC1)N(C(=O)N1[C@@H](CN(CC1)C(N(CCCCC)CCCCC)=O)C(=O)O)C1=CC=CC=C1 ((S)-1-[N-(3-chlorophenyl)-N-phenylcarbamoyl]-4-(dipentylcarbamoyl)piperazine-2-carboxylic acid). Isolated yield 37.1%. RXN SMILES: Br.[Cl:2][C:3]1[CH:4]=[C:5]([N:9]([C:21]2[CH:26]=[CH:25][CH:24]=[CH:23][CH:22]=2)[C:10]([N:12]2[CH2:17][CH2:16][NH:15][CH2:14][C@H:13]2[C:18]([OH:20])=[O:19])=[O:11])[CH:6]=[CH:7][CH:8]=1.C(N(CC)C(C)C)(C)C.[CH2:36]([N:41]([CH2:45][CH2:46][CH2:47][CH2:48][CH3:49])[C:42](Cl)=[O:43])[CH2:37][CH2:38][CH2:39][CH3:40]>C(Cl)Cl>[Cl:2][C:3]1[CH:4]=[C:5]([N:9]([C:21]2[CH:26]=[CH:25][CH:24]=[CH:23][CH:22]=2)[C:10]([N:12]2[CH2:17][CH2:16][N:15]([C:42](=[O:43])[N:41]([CH2:45][CH2:46][CH2:47][CH2:48][CH3:49])[CH2:36][CH2:37][CH2:38][CH2:39][CH3:40])[CH2:14][C@H:13]2[C:18]([OH:20])=[O:19])=[O:11])[CH:6]=[CH:7][CH:8]=1 |f:0.1|. Procedure: To a suspension of 1.05 g (2.3 mmole) of (S)-1-[N-(3-chlorophenyl)-N-phenylcarbamoyl]piperazine-2-carboxylic acid hydrobromide (from Step C) in 20 ml of methylene chloride was added 1.23 g (9.5 mmole) of N,N-diisopropylethylamine followed by the dropwise addition of a solution of 523 mg (2.38 mmole) of dipentylcarbamoyl chloride (from Example 3, Step A) in 5 ml of methylene chloride. After stirring 24 hours at 25° C., the solution was extracted with 2N HCl, then H2O and dried over MgSO4. The dri... The reactants are C=CC1OC(C=CC2CC2)(C(F)(F)F)c2cc(Cl)ccc2NC1=O, C=[N+]=[N-], CC(=O)[O-], CC(=O)[O-], [Pd+2]. Product: O=C1Nc2ccc(Cl)cc2C(C=CC2CC2)(C(F)(F)F)OC1C1CC1. Reaction SMILES: [Cl:1][c:2]1[cH:3][cH:4][c:5]2[c:6]([cH:24]1)[C:7]([C:15]([F:16])([F:17])[F:18])([CH:19]=[CH:20][CH:21]1[CH2:22][CH2:23]1)[O:8][CH:9]([CH:13]=[CH2:14])[C:10](=[O:12])[NH:11]2.[N+:25](=[N-:26])=[CH2:27].[O-:29][C:30]([CH3:31])=[O:32].[O-:33][C:34]([CH3:35])=[O:36].[Pd+2:28]>>[Cl:1][c:2]1[cH:3][cH:4][c:5]2[c:6]([cH:24]1)[C:7]([C:15]([F:16])([F:17])[F:18])([CH:19]=[CH:20][CH:21]1[CH2:22][CH2:23]1)[O:8][CH:9]([CH:13]1[CH2:14][CH2:27]1)[C:10](=[O:12])[NH:11]2. The reactants are O=[N+]([O-])c1cc(CBr)n(CCBr)n1, CC#N, CCN(C(C)C)C(C)C, NC1COC1. The product is O=[N+]([O-])c1cc2n(n1)CCN(C1COC1)C2. RXN SMILES: [Br:1][CH2:2][CH2:3][n:4]1[n:5][c:6]([N+:11](=[O:12])[O-:13])[cH:7][c:8]1[CH2:9][Br:10].[CH3:28][C:29]#[N:30].[CH:19]([N:20]([CH:21]([CH3:22])[CH3:23])[CH2:24][CH3:25])([CH3:26])[CH3:27].[O:14]1[CH2:15][CH:16]([NH2:18])[CH2:17]1>>[CH2:2]1[CH2:3][n:4]2[n:5][c:6]([N+:11](=[O:12])[O-:13])[cH:7][c:8]2[CH2:9][N:18]1[CH:16]1[CH2:15][O:14][CH2:17]1.